Dataset: the Open Reaction Database (ORD), a public repository of structured organic reaction records. Task: describe an organic reaction: reactants, conditions, products, and yield Starting materials: CN=C=O, CC(NC(=O)C(O)C(CCCCN)NC(=O)OC(C)(C)C)c1ccccc1, C1CCOC1. Product: CNC(=O)NCCCCC(NC(=O)OC(C)(C)C)C(O)C(=O)NC(C)c1ccccc1. RXN SMILES: [CH3:1][N:2]=[C:3]=[O:4].[NH2:5][CH2:6][CH2:7][CH2:8][CH2:9][CH:10]([CH:11]([C:12]([NH:13][CH:14]([CH3:15])[c:16]1[cH:17][cH:18][cH:19][cH:20][cH:21]1)=[O:22])[OH:23])[NH:24][C:25]([O:26][C:27]([CH3:28])([CH3:29])[CH3:30])=[O:31].[O:32]1[CH2:33][CH2:34][CH2:35][CH2:36]1>>[CH3:1][NH:2][C:3](=[O:4])[NH:5][CH2:6][CH2:7][CH2:8][CH2:9][CH:10]([CH:11]([C:12]([NH:13][CH:14]([CH3:15])[c:16]1[cH:17][cH:18][cH:19][cH:20][cH:21]1)=[O:22])[OH:23])[NH:24][C:25]([O:26][C:27]([CH3:28])([CH3:29])[CH3:30])=[O:31]. Reactants: CC(C)(C)NS(=O)(=O)c1ccc(-c2cn(-c3nc(-c4ccc(C(F)(F)F)cc4)cc(C(F)(F)F)n3)cn2)cc1, ClCCl, O=C(O)C(F)(F)F. Product: NS(=O)(=O)c1ccc(-c2cn(-c3nc(-c4ccc(C(F)(F)F)cc4)cc(C(F)(F)F)n3)cn2)cc1. As a reaction SMILES: [C:1]([CH3:2])([CH3:3])([CH3:4])[NH:5][S:6](=[O:7])(=[O:8])[c:9]1[cH:10][cH:11][c:12](-[c:15]2[n:16][cH:17][n:18](-[c:20]3[n:21][c:22](-[c:30]4[cH:31][cH:32][c:33]([C:36]([F:37])([F:38])[F:39])[cH:34][cH:35]4)[cH:23][c:24]([C:26]([F:27])([F:28])[F:29])[n:25]3)[cH:19]2)[cH:13][cH:14]1.[Cl:47][CH2:48][Cl:49].[F:40][C:41]([F:42])([F:43])[C:44]([OH:45])=[O:46]>>[NH2:5][S:6](=[O:7])(=[O:8])[c:9]1[cH:10][cH:11][c:12](-[c:15]2[n:16][cH:17][n:18](-[c:20]3[n:21][c:22](-[c:30]4[cH:31][cH:32][c:33]([C:36]([F:37])([F:38])[F:39])[cH:34][cH:35]4)[cH:23][c:24]([C:26]([F:27])([F:28])[F:29])[n:25]3)[cH:19]2)[cH:13][cH:14]1. Yield: 49.1%. Solvent: CN1CCCC1=O (NMP). As a reaction SMILES: [CH:1]([S:3]([N:6]1[CH2:27][CH2:26][C:9]2([N:13]=[C:12]([C:14]3[CH:19]=[CH:18][C:17]([F:20])=[C:16]([C:21]([F:24])([F:23])[F:22])[CH:15]=3)[NH:11][C:10]2=[O:25])[CH2:8][CH2:7]1)(=[O:5])=[O:4])=[CH2:2].Br[C:29]1[C:41]([CH3:42])=[CH:40][C:32]([O:33][CH2:34][CH2:35][CH:36]([OH:39])[CH2:37][OH:38])=[CH:31][C:30]=1[CH3:43].F[B-](F)(F)F.C(P(C(C)(C)C)C(C)(C)C)(C)(C)C.CN(C1CCCCC1)C1CCCCC1.[NH4+].[Cl-]>C1C=CC(/C=C/C(/C=C/C2C=CC=CC=2)=O)=CC=1.C1C=CC(/C=C/C(/C=C/C2C=CC=CC=2)=O)=CC=1.[Pd].CN1C(=O)CCC1>[OH:39][CH:36]([CH2:37][OH:38])[CH2:35][CH2:34][O:33][C:32]1[CH:31]=[C:30]([CH3:43])[C:29](/[CH:2]=[CH:1]/[S:3]([N:6]2[CH2:7][CH2:8][C:9]3([N:13]=[C:12]([C:14]4[CH:19]=[CH:18][C:17]([F:20])=[C:16]([C:21]([F:22])([F:23])[F:24])[CH:15]=4)[NH:11][C:10]3=[O:25])[CH2:26][CH2:27]2)(=[O:5])=[O:4])=[C:41]([CH3:42])[CH:40]=1 |f:2.3,5.6,7.8.9|. Yields the product OC(CCOC1=CC(=C(C(=C1)C)/C=C/S(=O)(=O)N1CCC2(C(NC(=N2)C2=CC(=C(C=C2)F)C(F)(F)F)=O)CC1)C)CO (8-{(E)-2-[4-(3,4-dihydroxy-butoxy)-2,6-dimethyl-phenyl]-ethenesulfonyl}-2-(4-fluoro-3-trifluoromethyl-phenyl)-1,3,8-triaza-spiro[4.5]dec-1-en-4-one). Procedure: 8-Ethenesulfonyl-2-(4-fluoro-3-trifluoromethyl-phenyl)-1,3,8-triaza-spiro[4.5]dec-1-en-4-one (57.6 mg, 0.142 mmol), 4-(4-bromo-3,5-dimethyl-phenoxy)-butane-1,2-diol (49.3 mg, 0.170 mmol), bis(dibenzylideneacetone)palladium(0) (8 mg, 0.014 mmol) and tri-tert-butylphosphine tetrafluoroborate (4 mg, 0.014 mmol) were placed in a vial. NMP (0.5 ml) and N-methyldicyclohexylamine (36.1 μl, 0.170 mmol) were sequentially added in a nitrogen atmosphere, and the mixture was heated with stirring at 100° C. ... The reactants are CN(C1CCCCC1)C1CCCCC1 (N-methyldicyclohexylamine), C(=C)S(=O)(=O)N1CCC2(C(NC(=N2)C2=CC(=C(C=C2)F)C(F)(F)F)=O)CC1 (8-Ethenesulfonyl-2-(4-fluoro-3-trifluoromethyl-phenyl)-1,3,8-triaza-spiro[4.5]dec-1-en-4-one), [NH4+].[Cl-] (NH4Cl), BrC1=C(C=C(OCCC(CO)O)C=C1C)C (4-(4-bromo-3,5-dimethyl-phenoxy)-butane-1,2-diol), F[B-](F)(F)F.C(C)(C)(C)P(C(C)(C)C)C(C)(C)C (tri-tert-butylphosphine tetrafluoroborate). Reaction conditions: temperature 100 celsius, time 2.5 hour. The reagents and catalysts are C=1C=CC(=CC1)/C=C/C(=O)/C=C/C2=CC=CC=C2.C=1C=CC(=CC1)/C=C/C(=O)/C=C/C2=CC=CC=C2.[Pd] (bis(dibenzylideneacetone)palladium(0)). Reactants: C[Al]C.C(C)(C)(C)C1=C([O-])C(=CC(=C1)C)C(C)(C)C (dimethylaluminum 2,6-di-tert-butyl-4-methylphenoxide), C[C@@]12C(CC[C@H]1[C@@H]1CCC3=CC(C=C[C@]3(C)[C@H]1CC2)=O)=O (androsta-1,4-diene-3,17-dione), solution, C[Al](C)C (trimethylaluminum), C(C)(C)(C)C1=C(C(=CC(=C1)C)C(C)(C)C)O (2,6-di-tert-butyl-4-methylphenol). The reagents and catalysts are [Ni+2].C/C(=C/C(=O)C)/[O-] (nickel(II) acetylacetonate). Solvent: O (water), C(C)(=O)OCC (ethyl acetate), CCCCCC (hexane). Product: C1COC2(C=C3CC[C@H]4[C@@H]5CCC([C@@]5(C)CC[C@@H]4[C@]3(C(=C2)C)C)=O)O1 (1-Methyl-androsta-1,4-diene-3,17-dione-17-ethylene ketal). RXN SMILES: C[Al](C)C.C([C:9]1C=C(C)C=C(C(C)(C)C)[C:10]=1[OH:20])(C)(C)C.C[Al]C.[C:24](C1C=C(C)C=C(C(C)(C)C)C=1[O-])(C)(C)C.[CH3:40][C@:41]12[CH2:58][CH2:57][C@H:56]3[C@@H:46]([CH2:47][CH2:48][C:49]4[C@:54]3([CH3:55])[CH:53]=[CH:52][C:51](=[O:59])[CH:50]=4)[C@@H:45]1[CH2:44][CH2:43][C:42]2=[O:60]>CCCCCC.C(OCC)(=O)C.[Ni+2].C/C(/[O-])=C/C(C)=O.O>[CH2:10]1[O:20][C:51]2([CH:52]=[C:53]([CH3:24])[C@@:54]3([CH3:55])[C:49]([CH2:48][CH2:47][C@@H:46]4[C@@H:56]3[CH2:57][CH2:58][C@@:41]3([CH3:40])[C@H:45]4[CH2:44][CH2:43][C:42]3=[O:60])=[CH:50]2)[O:59][CH2:9]1 |f:2.3,7.8,^1:21|. Procedure details: 32.22 (mmol) of a 10% solution of trimethylaluminum in hexane is introduced at room temperature under nitrogen atmosphere. With stirring, 6.6 g (30 mmol)-of 2,6-di-tert-butyl-4-methylphenol is added in portions. The solution is stirred for 30 more minutes at 35° C. This thus produced solution of dimethylaluminum-2,6-di-tert-butyl-4-methylphenoxide is added at 58° C. to a solution of 9.84 g (30 mmol) of androsta-1,4-diene-3,17-dione (ADD) and 430 mg (1.5 mmol) of nickel(II)-acetylacetonate in 60 ... Starting materials: FC1=C(C=CC=C1F)CCC(=O)O (3-(2,3-difluorophenyl)-propionic acid), [OH-].[Na+] (sodium hydroxide), C(C(=O)Cl)(=O)Cl (oxalyl chloride), S(=O)(=O)(N)N (sulfamide). Reagents/catalysts: CN(C)C=O (DMF). Run in ClCCl (dichloromethane). Conditions: time 2 hour. Yields the product FC1=C(C=CC=C1F)CCC#N (3-(2,3-Difluorophenyl)propanenitrile). Isolated yield 100.4%. As a reaction SMILES: [F:1][C:2]1[C:7]([F:8])=[CH:6][CH:5]=[CH:4][C:3]=1[CH2:9][CH2:10][C:11](O)=O.C(Cl)(=O)C(Cl)=O.S(N)([NH2:23])(=O)=O.[OH-].[Na+]>ClCCl.CN(C=O)C>[F:1][C:2]1[C:7]([F:8])=[CH:6][CH:5]=[CH:4][C:3]=1[CH2:9][CH2:10][C:11]#[N:23] |f:3.4|. Procedure: To a solution of 3-(2,3-difluorophenyl)-propionic acid (A1) (6.83 g, 36 mmol) in anhydrous dichloromethane (50 ml) containing a few drops of DMF was added oxalyl chloride (6.4 ml, 73 mmol) at 0° C. under argon. The solution was stirred at ambient temperature for 2 h and the solvent removed in vacuo. The residue was dissolved in sulfolane (30 ml) and added to sulfamide (4.23 g, 44 mmol) and the mixture heated at 120° C. for 3 h. The brown solution was cooled, poured into 2M sodium hydroxide solut... The reactants are CN(C=O)C (Dimethylformamide), C(C)(=O)OC=1C=C2C(NC=NC2=CC1OC)=O (6-acetoxy-7-methoxy-3,4-dihydroquinazolin-4-one), S(=O)(Cl)Cl (thionyl chloride). Product: Cl.ClC1=NC=NC2=CC(=C(C=C12)OC)OC (4-chloro-6,7-dimethoxyquinazoline hydrochloride). Isolated yield 87.0%. Reaction SMILES: CN(C)C=O.[C:6]([O:9][C:10]1[CH:11]=[C:12]2[C:17](=[CH:18][C:19]=1[O:20][CH3:21])[N:16]=[CH:15][NH:14][C:13]2=O)(=O)C.S(Cl)([Cl:25])=O>>[ClH:25].[Cl:25][C:13]1[C:12]2[C:17](=[CH:18][C:19]([O:20][CH3:21])=[C:10]([O:9][CH3:6])[CH:11]=2)[N:16]=[CH:15][N:14]=1 |f:3.4|. Procedure: Dimethylformamide (0.25 ml) was added dropwise to a solution of 6-acetoxy-7-methoxy-3,4-dihydroquinazolin-4-one (13.8 g, 59.0 mmol) in thionyl chloride (150 ml) and the reaction was heated at reflux for 1.5 hours. The reaction was cooled, excess thionyl chloride was removed in vacuo and the residue was azeotroped with toluene (2×50 ml) to remove the last of the thionyl chloride. Drying in vacuo yielded 4-chloro-6,7-dimethoxyquinazoline hydrochloride (14.7 g, 87% yield) as a beige solid, which wa... Starting materials: OB(O)O, CC(=O)c1cc(F)cc([N+](=O)[O-])c1O, C1CCOC1, O, OO, O=S(=O)(O)O. Product: O=[N+]([O-])c1cc(F)cc(O)c1O. RXN SMILES: [B:1]([OH:2])([OH:3])[OH:4].[F:12][c:13]1[cH:14][c:15]([N+:23](=[O:24])[O-:25])[c:16]([OH:22])[c:17]([C:19](=[O:20])[CH3:21])[cH:18]1.[O:26]1[CH2:27][CH2:28][CH2:29][CH2:30]1.[OH2:31].[OH:5][OH:6].[S:7](=[O:8])(=[O:9])([OH:10])[OH:11]>>[OH:5][c:17]1[c:16]([OH:22])[c:15]([N+:23](=[O:24])[O-:25])[cH:14][c:13]([F:12])[cH:18]1.